This data is from the Open Reaction Database (ORD), a public repository of structured organic reaction records. The task is: describe an organic reaction: reactants, conditions, products, and yield Starting materials: Clc1cccc(-c2csc(Br)n2)c1Cl, O=C([O-])[O-], CN(C)C=O, [K+], [K+], CC(C)(C)OC(=O)N1CCNCC1, O. Yields the product CC(C)(C)OC(=O)N1CCN(c2nc(-c3cccc(Cl)c3Cl)cs2)CC1. Reaction SMILES: [Br:1][c:2]1[s:3][cH:4][c:5](-[c:7]2[c:8]([Cl:14])[c:9]([Cl:13])[cH:10][cH:11][cH:12]2)[n:6]1.[C:28](=[O:29])([O-:30])[O-:31].[CH3:35][N:36]([CH3:37])[CH:38]=[O:39].[K+:32].[K+:33].[N:15]1([C:21](=[O:22])[O:23][C:24]([CH3:25])([CH3:26])[CH3:27])[CH2:16][CH2:17][NH:18][CH2:19][CH2:20]1.[OH2:34]>>[c:2]1([N:18]2[CH2:17][CH2:16][N:15]([C:21](=[O:22])[O:23][C:24]([CH3:25])([CH3:26])[CH3:27])[CH2:20][CH2:19]2)[s:3][cH:4][c:5](-[c:7]2[c:8]([Cl:14])[c:9]([Cl:13])[cH:10][cH:11][cH:12]2)[n:6]1.